This data is from the Open Reaction Database (ORD), a public repository of structured organic reaction records. The task is: describe an organic reaction: reactants, conditions, products, and yield Reactants: polyphosphoric acid, C([O-])(O)=O.[Na+] (sodium bicarbonate), C(C)OC(=O)C=1C(NC2=CC=C(C=C2C1)Cl)=O (6-Chloro-2-oxo-1,2-dihydro-quinoline-3-carboxylic Acid Ethyl Ester), C1(=C(C=CC=C1)N)N (1,2-phenylenediamine). Solvent: polyphosphoric acid, ice water. Reaction conditions: temperature 200 celsius. Yields the product N1=C(NC2=C1C=CC=C2)C=2C(NC1=CC=C(C=C1C2)Cl)=O (3-(Benzoimidazol-2-yl)-6-chloro-quinolin-2-one). Reaction SMILES: C(O[C:4]([C:6]1[C:7](=[O:17])[NH:8][C:9]2[C:14]([CH:15]=1)=[CH:13][C:12]([Cl:16])=[CH:11][CH:10]=2)=O)C.[C:18]1([NH2:25])[CH:23]=[CH:22][CH:21]=[CH:20][C:19]=1[NH2:24].C(=O)(O)[O-].[Na+]>>[N:24]1[C:19]2[CH:20]=[CH:21][CH:22]=[CH:23][C:18]=2[NH:25][C:4]=1[C:6]1[C:7](=[O:17])[NH:8][C:9]2[C:14]([CH:15]=1)=[CH:13][C:12]([Cl:16])=[CH:11][CH:10]=2 |f:2.3|. Procedure: A mixture of 6-chloro-2-oxo-1,2-dihydro-quinoline-3-carboxylic acid ethyl ester (7-2, 43 mg, 0.17 mmol, 1 equiv) and 1,2-phenylenediamine (37 mg, 0.34 mmol, 2.0 equiv) in polyphosphoric acid (3 mL) was heated at 200° C. for 2.5 h. The hot reaction mixture was poured into ice water (20 mL), and the resulting mixture was allowed to stand until all polyphosphoric acid had dissolved. The acidic suspension was neutralized with saturated aqueous sodium bicarbonate solution, then extracted with ethyl a... Starting materials: CCCCCN1C(=O)C(O)(c2cc3c(cc2O)OCO3)c2c(Br)cccc21, CC[SiH](CC)CC, ClCCl, O=C(O)C(F)(F)F. Product: CCCCCN1C(=O)C(c2cc3c(cc2O)OCO3)c2c(Br)cccc21. As a reaction SMILES: [Br:1][c:2]1[c:3]2[c:7]([cH:8][cH:9][cH:10]1)[N:6]([CH2:11][CH2:12][CH2:13][CH2:14][CH3:15])[C:5](=[O:16])[C:4]2([c:17]1[cH:18][c:19]2[c:20]([cH:24][c:25]1[OH:26])[O:21][CH2:22][O:23]2)[OH:27].[CH2:35]([SiH:36]([CH2:37][CH3:38])[CH2:39][CH3:40])[CH3:41].[Cl:42][CH2:43][Cl:44].[OH:28][C:29]([C:30]([F:31])([F:32])[F:33])=[O:34]>>[Br:1][c:2]1[c:3]2[c:7]([cH:8][cH:9][cH:10]1)[N:6]([CH2:11][CH2:12][CH2:13][CH2:14][CH3:15])[C:5](=[O:16])[CH:4]2[c:17]1[cH:18][c:19]2[c:20]([cH:24][c:25]1[OH:26])[O:21][CH2:22][O:23]2. Reactants: FC(C1=NN=C2N1C=C[N+](=C2)[O-])(F)F (3-(trifluoromethyl)[1,2,4]triazolo[4,3-a]pyrazine 7-oxide), P(=O)(Cl)(Cl)Cl (phosphorus oxychloride). Product: ClC=1C=2N(C=CN1)C(=NN2)C(F)(F)F (8-Chloro-3-(trifluoromethyl) [1,2,4]triazolo[4,3-a]pyrazine). RXN SMILES: [F:1][C:2]([F:14])([F:13])[C:3]1[N:7]2[CH:8]=[CH:9][N+:10]([O-])=[CH:11][C:6]2=[N:5][N:4]=1.P(Cl)(Cl)([Cl:17])=O>>[Cl:17][C:11]1[C:6]2[N:7]([C:3]([C:2]([F:14])([F:13])[F:1])=[N:4][N:5]=2)[CH:8]=[CH:9][N:10]=1. Procedure details: A suspension of 40 mg (0.196 mmol) of 3-(trifluoromethyl)[1,2,4]triazolo[4,3-a]pyrazine 7-oxide in 0.9 mL of phosphorus oxychloride was stirred at reflux for 2.5 h. The cooled solution was concentrated to dryness. Purification of the residue by preparative HPLC (C18 reverse phase column, 10-70% acetonitrile in water containing 0.05% trifluoroacetic acid) and then by flash chromatography on silica gel (10-30% ethyl acetate in hexanes) yielded the title compound as a white solid. LC-MS 223 (M+1). Starting materials: COC1=CC=C(C2=CC=CC=C12)S(=O)(=O)Cl (4-methoxy-1-naphthalenesulfonyl chloride), white solid, C12CNCC(CC1)CC2 (3-azabicyclo[3.2.2]nonane), CCN(C(C)C)C(C)C (DIEA). The product is COC1=CC=C(C2=CC=CC=C12)S(=O)(=O)N1CC2CCC(C1)C2 (3-(4-Methoxy-1-naphthylsulfonyl)-3-azabicyclo[3.2.1]octane). As a reaction SMILES: [CH3:1][O:2][C:3]1[C:12]2[C:7](=[CH:8][CH:9]=[CH:10][CH:11]=2)[C:6]([S:13](Cl)(=[O:15])=[O:14])=[CH:5][CH:4]=1.[CH:17]12[CH2:25][CH2:24][CH:21](C[CH2:23]1)[CH2:20][NH:19][CH2:18]2.CCN(C(C)C)C(C)C>>[CH3:1][O:2][C:3]1[C:12]2[C:7](=[CH:8][CH:9]=[CH:10][CH:11]=2)[C:6]([S:13]([N:19]2[CH2:18][CH:17]3[CH2:23][CH:21]([CH2:24][CH2:25]3)[CH2:20]2)(=[O:15])=[O:14])=[CH:5][CH:4]=1. Procedure details: The title compound was prepared by reacting 4-methoxy-1-naphthalenesulfonyl chloride (0.27 g) with 3-azabicyclo[3.2.2]nonane (0.16 g) in the presence of DIEA (0.30 g) using a procedure similar to that of Example 5. Yield: 0.34 g of a white solid, mp: 136.2°-138.6° C. The reactants are C(#N)[BH3-].[Na+] (sodium cyanoborohydride), C(C1=CC=CC=C1)N(CCO)C=1C2=C(N=C(N1)NC1=CC=C(C=C1)N1C(=NC=C1)C)CCNC2 (2-(Benzyl(2-(4-(2-methyl-1H-imidazol-1-yl)phenylamino)-5,6,7,8-tetrahydropyrido[4,3-d]pyrimidin-4-yl)amino)ethanol), C=O (formaldehyde), C(C)(=O)O (Acetic acid). Run in CO (methanol). Reaction conditions: time 15 minute. Product: C(C1=CC=CC=C1)N(CCO)C=1C2=C(N=C(N1)NC1=CC=C(C=C1)N1C(=NC=C1)C)CCN(C2)C (2-(benzyl(6-methyl-2-(4-(2-methyl-1H-imidazol-1-yl)phenylamino)-5,6,7,8-tetrahydropyrido[4,3-d]pyrimidin-4-yl)amino)ethanol). Yield: 8.7%. As a reaction SMILES: [CH2:1]([N:8]([C:12]1[C:13]2[CH2:34][NH:33][CH2:32][CH2:31][C:14]=2[N:15]=[C:16]([NH:18][C:19]2[CH:24]=[CH:23][C:22]([N:25]3[CH:29]=[CH:28][N:27]=[C:26]3[CH3:30])=[CH:21][CH:20]=2)[N:17]=1)[CH2:9][CH2:10][OH:11])[C:2]1[CH:7]=[CH:6][CH:5]=[CH:4][CH:3]=1.[C:35](O)(=O)C.C=O.C([BH3-])#N.[Na+]>CO>[CH2:1]([N:8]([C:12]1[C:13]2[CH2:34][N:33]([CH3:35])[CH2:32][CH2:31][C:14]=2[N:15]=[C:16]([NH:18][C:19]2[CH:24]=[CH:23][C:22]([N:25]3[CH:29]=[CH:28][N:27]=[C:26]3[CH3:30])=[CH:21][CH:20]=2)[N:17]=1)[CH2:9][CH2:10][OH:11])[C:2]1[CH:3]=[CH:4][CH:5]=[CH:6][CH:7]=1 |f:3.4|. Procedure: 2-(Benzyl(2-(4-(2-methyl-1H-imidazol-1-yl)phenylamino)-5,6,7,8-tetrahydropyrido[4,3-d]pyrimidin-4-yl)amino)ethanol (95 mg, 0.21 mmol) was dissolved in methanol (3 mL). Acetic acid (0.012 mL, 0.21 mmol) was added followed by formaldehyde (0.016 mL, 0.21 mmol). The reaction mixture was stirred at room temperature for 15 minutes and sodium cyanoborohydride (13.10 mg, 0.21 mmol) was added. The solvent was evaporated after 1 h and the crude purified by preparative HPLC yielding 2-(benzyl(6-methyl-2-(... Reactants: C(#N)C1=CC=[N+](C=C1)[O-] (4-cyanopyridine N-oxide), P(=O)(Cl)(Cl)Cl (phosphorous oxychloride), P(Cl)(Cl)(Cl)(Cl)Cl (phosphorous pentachloride), ice Na2CO3 K2CO3. Conditions: time 12 hour. Product: ClC1=NC=CC(=C1)C#N (2-chloro-4-cyanopyridine), ClC=1C=NC=CC1C#N (3-chloro-4-cyanopyridine). The yield is 30.0%. RXN SMILES: [C:1]([C:3]1[CH:8]=[CH:7][N+:6]([O-])=[CH:5][CH:4]=1)#[N:2].P(Cl)(Cl)([Cl:12])=O.P(Cl)(Cl)(Cl)(Cl)[Cl:16]>>[Cl:12][C:7]1[CH:8]=[C:3]([C:1]#[N:2])[CH:4]=[CH:5][N:6]=1.[Cl:16][C:4]1[CH:5]=[N:6][CH:7]=[CH:8][C:3]=1[C:1]#[N:2]. Procedure: A mixture of 4-cyanopyridine N-oxide (30 g, 0.25 mol), phosphorous oxychloride (96 ml, 0.35 mol) and phosphorous pentachloride (72 g, 0.38 mol) was refluxed at 120°-130° C. for 6 hours and then stirred at room temperature for 12 hours. The reaction mixture was slowly poured into a mixture of ice/Na2CO3 /K2CO3 and was extracted with chloroform (4×250 ml). The solvent was removed in vacuo and the residue was purified by column chromatography on silica eluting with 50% ether/hexanes to afford 8.4 g...